This data is from the Open Reaction Database (ORD), a public repository of structured organic reaction records. The task is: describe an organic reaction: reactants, conditions, products, and yield Reactants: O=CC1=CC(OC)=C(O)C=C1 (vanillin), FC(C1=CC=C(C=N1)CC#N)(F)F (2-(6-(trifluoromethyl)pyridin-3-yl)acetonitrile), N1CCCCC1 (piperidine). The solvent is C(C)O (ethanol). Product: OC1=C(C=C(C=C1)\C=C(/C#N)\C=1C=NC(=CC1)C(F)(F)F)OC ((Z)-3-(4-hydroxy-3-methoxyphenyl)-2-(6-(trifluoromethyl)pyridin-3-yl)acrylonitrile). Reaction SMILES: O=[CH:2][C:3]1[CH:11]=[CH:10][C:8]([OH:9])=[C:5]([O:6][CH3:7])[CH:4]=1.[F:12][C:13]([F:24])([F:23])[C:14]1[N:19]=[CH:18][C:17]([CH2:20][C:21]#[N:22])=[CH:16][CH:15]=1.N1CCCCC1>C(O)C>[OH:9][C:8]1[CH:10]=[CH:11][C:3](/[CH:2]=[C:20](/[C:17]2[CH:18]=[N:19][C:14]([C:13]([F:24])([F:12])[F:23])=[CH:15][CH:16]=2)\[C:21]#[N:22])=[CH:4][C:5]=1[O:6][CH3:7]. Procedure details: A suspension of vanillin (1.0 g, 6.57 mmol), 2-(6-(trifluoromethyl)pyridin-3-yl)acetonitrile (1.222 g, 6.57 mmol) and piperidine (0.71 mL, 7.23 mmol) in absolute ethanol (10 mL) was stirred at reflux for forty-eight hours and then allowed to cool to room temperature. The resulting precipitate was filtered off, washed with water and dried. Recrystallisation from isopropanol afforded (Z)-3-(4-hydroxy-3-methoxyphenyl)-2-(6-(trifluoromethyl)pyridin-3-yl)acrylonitrile as white crystals, 0.904 g (43%)... Starting materials: C(#C)C1(CCCCC1)O (1-Ethynylcyclohexan-1-ol), ice water, C(C)(=O)OC(C)=O (acetic anhydride), S(O)(O)(=O)=O (sulfuric acid), C(C)(=O)OC1(CCCCC1)C#C (1-acetoxy-1-ethynylcyclohexane), CCOCC (ether). Yields the product CS(=O)(=O)C(CCCCCCC(=O)O)CC#CC1(CCCCC1)O (8-methylsulfonyl-11-(1-hydroxycyclohexyl)-10-undecynoic acid). RXN SMILES: [C:1]([C:3]1([OH:9])[CH2:8][CH2:7][CH2:6][CH2:5][CH2:4]1)#[CH:2].C([O:13][C:14](=[O:16])[CH3:15])(=O)C.[S:17](=[O:21])(=O)(O)[OH:18].C(O[C:26]1([C:32]#[CH:33])C[CH2:30][CH2:29][CH2:28][CH2:27]1)(=O)C.[CH3:34]COCC>>[CH3:34][S:17]([CH:32]([CH2:33][C:2]#[C:1][C:3]1([OH:9])[CH2:8][CH2:7][CH2:6][CH2:5][CH2:4]1)[CH2:26][CH2:27][CH2:28][CH2:29][CH2:30][CH2:15][C:14]([OH:13])=[O:16])(=[O:21])=[O:18]. Procedure details: 1-Ethynylcyclohexan-1-ol(100 g., 0.8 mole) is added dropwise with stirring to a mixture of acetic anhydride (86.7 g., 0.85 mole) and sulfuric acid (0.25 ml.). The temperature of the reaction mixture is kept at 10°-12° C. during the addition by means of an ice bath. The mixture is then stirred without cooling for 1.5 hours. It is then poured into 300 ml. of ice water. The oily product is taken up in ether, washed with water, dilute sodium bicarbonate solution and brine and dried over sodium sulfa... Starting materials: CC1(OC2=C(NC1=O)C=C(C=C2)[N+](=O)[O-])C (2,2-Dimethyl-6-nitro-4H-benzo[1,4]oxazin-3-one), CI (MeI), C(=O)([O-])[O-].[K+].[K+] (K2CO3). Run in CN(C)C=O (DMF). Product: CC1(OC2=C(N(C1=O)C)C=C(C=C2)[N+](=O)[O-])C (2,2,4-Trimethyl-6-nitro-4H-benzo[1,4]oxazin-3-one). Reaction SMILES: [CH3:1][C:2]1([CH3:16])[C:7](=[O:8])[NH:6][C:5]2[CH:9]=[C:10]([N+:13]([O-:15])=[O:14])[CH:11]=[CH:12][C:4]=2[O:3]1.CI.[C:19]([O-])([O-])=O.[K+].[K+]>CN(C=O)C>[CH3:1][C:2]1([CH3:16])[C:7](=[O:8])[N:6]([CH3:19])[C:5]2[CH:9]=[C:10]([N+:13]([O-:15])=[O:14])[CH:11]=[CH:12][C:4]=2[O:3]1 |f:2.3.4|. Reported procedure: 2,2-Dimethyl-6-nitro-4H-benzo[1,4]oxazin-3-one (1.1 g) was mixed with MeI (850 mg, Aldrich), K2CO3 (1.38 g, Aldrich) and DMF (30 ml, Aldrich) at 40° C. for 48 h. The DMF was removed in vacuo and the residue was diluted with EtOAc (80 ml). The organic phase was washed with H2O (50 ml), aqueous Na2SO3 (50 ml) and brine (50 ml). The resulting solution was dried (MgSO4) and concentrated to provide the compound which was used as is. The reactants are Cl.C(#N)C1=CC=C(C=C1)C1N2C(SC1)=NC=C2C(=O)O (3-(4-cyanophenyl)-2,3-dihydro-imidazo[2,1-b]thiazole-5-carboxylic acid hydrochloride), Cl.ClC=1C=C(C=CC1)N1C(CNCC1)=O (1-(3-chlorophenyl)piperazin-2-one hydrochloride), CCN=C=NCCCN(C)C.Cl (EDC hydrochloride), C=1C=CC2=C(C1)N=NN2O (HOBT), C(C)(C)N(C(C)C)CC (N,N-diisopropylethylamine). Product: Cl.ClC=1C=C(C=CC1)N1C(CN(CC1)C(=O)C1=CN=C2SCC(N21)C2=CC=C(C=C2)C#N)=O (5-{1-[4-(3-chlorophenyl)-3-oxo-piperazin-1-yl]methanoyl}-3-(4-cyanophenyl)-2,3-dihydro-imidazo[2,1-b]thiazole hydrochloride). RXN SMILES: Cl.[C:2]([C:4]1[CH:9]=[CH:8][C:7]([CH:10]2[CH2:14][S:13][C:12]3=[N:15][CH:16]=[C:17]([C:18]([OH:20])=O)[N:11]23)=[CH:6][CH:5]=1)#[N:3].Cl.[Cl:22][C:23]1[CH:24]=[C:25]([N:29]2[CH2:34][CH2:33][NH:32][CH2:31][C:30]2=[O:35])[CH:26]=[CH:27][CH:28]=1.CCN=C=NCCCN(C)C.Cl.C1C=CC2N(O)N=NC=2C=1.C(N(CC)C(C)C)(C)C>>[ClH:22].[Cl:22][C:23]1[CH:24]=[C:25]([N:29]2[CH2:34][CH2:33][N:32]([C:18]([C:17]3[N:11]4[C:12]([S:13][CH2:14][CH:10]4[C:7]4[CH:6]=[CH:5][C:4]([C:2]#[N:3])=[CH:9][CH:8]=4)=[N:15][CH:16]=3)=[O:20])[CH2:31][C:30]2=[O:35])[CH:26]=[CH:27][CH:28]=1 |f:0.1,2.3,4.5,8.9|. Procedure details: The carboxylic acid from Step D (5.14 g, 16.1 mmol), 1-(3-chlorophenyl)piperazin-2-one hydrochloride (3.97 g, 16.1 mmol) (prepared as described in U.S. Pat. No. 5,856,326), EDC hydrochloride (3.70 g, 19.3 mmol), HOBT (2.61 g, 19.3 mmol), and N,N-diisopropylethylamine (14.0 mL, 80.4 mmol) were stirred in dry, degassed DMF (50 mL) at 25° C. for 16 hours. The reaction was poured onto saturated aqueous sodium bicarbonate solution and extracted with methylene chloride (3×100 mL). The combined organic... Reactants: C(C1=CC(O)=C(O)C(O)=C1)(=O)OCC (Ethyl gallate), C(=O)([O-])[O-].[K+].[K+] (K2CO3), C(C=C)Br (allyl bromide). The solvent is CN(C)C=O (DMF). The product is C(C=C)OC=1C=C(C(=O)OCC)C=C(C1OCC=C)OCC=C (ethyl 3,4,5-triallyloxybenzoate). RXN SMILES: [C:1]([O:12][CH2:13][CH3:14])(=[O:11])[C:2]1[CH:10]=[C:8]([OH:9])[C:6]([OH:7])=[C:4]([OH:5])[CH:3]=1.C([O-])([O-])=O.[K+].[K+].[CH2:21](Br)[CH:22]=[CH2:23]>CN(C=O)C>[CH2:21]([O:9][C:8]1[CH:10]=[C:2]([CH:3]=[C:4]([O:5][CH2:8][CH:6]=[CH2:4])[C:6]=1[O:7][CH2:3][CH:2]=[CH2:1])[C:1]([O:12][CH2:13][CH3:14])=[O:11])[CH:22]=[CH2:23] |f:1.2.3|. Procedure details: Ethyl gallate (7.92 g, commercially available, Fluka), and K2CO3 (27.6 g) in DMF (40 ml) were treated with allyl bromide (13.5 ml) as above, to give ethyl 3,4,5-triallyloxybenzoate (14 g): NMR (CDCl3) 1.49 (t, 3H); 4.35 (q, 2H); 4.62 (m, 6H); 5.15-5.48 (m, 6H); 6.00-6.28 (m, 3H); 7.29 (s, 1H). This crude ester was hydrolysed essentially as above to give 3,4,5-triallyloxybenzoic acid(10.4 g): NMR (CDCl3) 4.64 (m, 6H); 5.15-5.51 (m, 6H); 6.00-6.20 (m, 3H); 7.35 (s, 1H). Reactants: FC=1C=C(C=CC1OC1=CC(=NC=C1)NC1=CC=C(C=C1)F)NC(C)=O (N-(3-fluoro-4-(2-(4-fluorophenylamino)pyridin-4-yloxy)phenyl)acetamide), Cl (HCl). Run in CO (MeOH). The product is NC1=CC(=C(OC2=CC(=NC=C2)NC2=CC=C(C=C2)F)C=C1)F (4-(4-Amino-2-fluorophenoxy)-N-(4-fluorophenyl)pyridin-2-amine). Yield: 87.6%. RXN SMILES: [F:1][C:2]1[CH:3]=[C:4]([NH:23]C(=O)C)[CH:5]=[CH:6][C:7]=1[O:8][C:9]1[CH:14]=[CH:13][N:12]=[C:11]([NH:15][C:16]2[CH:21]=[CH:20][C:19]([F:22])=[CH:18][CH:17]=2)[CH:10]=1.Cl>CO>[NH2:23][C:4]1[CH:5]=[CH:6][C:7]([O:8][C:9]2[CH:14]=[CH:13][N:12]=[C:11]([NH:15][C:16]3[CH:17]=[CH:18][C:19]([F:22])=[CH:20][CH:21]=3)[CH:10]=2)=[C:2]([F:1])[CH:3]=1. Procedure details: A mixture of N-(3-fluoro-4-(2-(4-fluorophenylamino)pyridin-4-yloxy)phenyl)acetamide (18 mg, 0.051 mmol), 6 M HCl (0.1 mL, 0.60 mmol) and MeOH (1.5 mL) was heated at reflux for 2 h. The mixture was concentrated in vacuo and the residue made basic with saturated aq. NaHCO3 solution then extracted with EtOAc. The extract was dried (MgSO4) and concentrated in vacuo to give the title compound (14 mg, 88%) as a red gum. 1H NMR (DMSO-d6) δ 8.97 (s, 1H), 7.98 (d, 1H, J=5.8 Hz), 7.64-7.60 (m, 2H), 7.05 (...